Task: describe an organic reaction: reactants, conditions, products, and yield. Dataset: the Open Reaction Database (ORD), a public repository of structured organic reaction records Starting materials: CNC(=O)C1=CC=CC=C1N, CC1=NN(C=C1NC2=NC=C(C(=C2)I)C(F)(F)F)C. Reagents/catalysts: C(=O)([O-])[O-].[Cs+].[Cs+], CC1(C2=C(C(=CC=C2)P(C3=CC=CC=C3)C4=CC=CC=C4)OC5=C1C=CC=C5P(C6=CC=CC=C6)C7=CC=CC=C7)C, CC(=O)O.CC(=O)O.[Pd]. The solvent is C1COCCO1. Reaction conditions: temperature 90 celsius. The product is CC1=NN(C=C1NC2=NC=C(C(=C2)NC3=CC=CC=C3C(=O)NC)C(F)(F)F)C. Yield: 85.0%. Procedure: (9,9-dimethyl-9H-xanthene-4,5-diyl)bis(diphenylphosphine) (0.606 g, 1.05 mmol), diacetoxypalladium (0.118 g, 0.52 mmol), 2-amino-N-methylbenzamide (2.67 g, 17.80 mmol) and N-(1,3-dimethyl-1H-pyrazol-4-yl)-4-iodo-5-(trifluoromethyl)pyridin-2-amine (4 g, 10.47 mmol) were dissolved in dioxane (120 mL) and argon was let to bubble in the mixture for 5 minutes.cesium carbonate (6.82 g, 20.94 mmol) was added and argon was let to bubble in the mixture for 5 minutes. The reaction was stirred at 90 °C for... Starting materials: [N+](=O)([O-])C1=CC=C(C(=O)O[C@@H]2C[C@H](C3=C2N=CN=C3Cl)C)C=C1 ((5R,7R)-4-chloro-5-methyl-6,7-dihydro-5H-cyclopenta[d]pyrimidin-7-yl 4-nitrobenzoate), C(C1=CC=CC=C1)N1CCC2(CC1)CNC1=CC=C(C(=C12)CNC(OC(C)(C)C)=O)Cl (tert-butyl (1′-benzyl-5-chlorospiro[indoline-3,4′-piperidine]-4-yl)methylcarbamate). Product: [N+](=O)([O-])C1=CC=C(C(=O)O[C@@H]2C[C@H](C3=C2N=CN=C3N3CC2(CCN(CC2)CC2=CC=CC=C2)C2=C(C(=CC=C32)Cl)CNC(=O)OC(C)(C)C)C)C=C1 ((5R,7R)-4-(1′-benzyl-4-((tert-butoxycarbonylamino)methyl)-5-chlorospiro[indoline-3,4′-piperidine]-1-yl)-5-methyl-6,7-dihydro-5H-cyclopenta[d]pyrimidin-7-yl 4-nitrobenzoate). As a reaction SMILES: [N+:1]([C:4]1[CH:23]=[CH:22][C:7]([C:8]([O:10][C@H:11]2[C:15]3[N:16]=[CH:17][N:18]=[C:19](Cl)[C:14]=3[C@H:13]([CH3:21])[CH2:12]2)=[O:9])=[CH:6][CH:5]=1)([O-:3])=[O:2].[CH2:24]([N:31]1[CH2:36][CH2:35][C:34]2([C:44]3[C:39](=[CH:40][CH:41]=[C:42]([Cl:54])[C:43]=3[CH2:45][NH:46][C:47](=[O:53])[O:48][C:49]([CH3:52])([CH3:51])[CH3:50])[NH:38][CH2:37]2)[CH2:33][CH2:32]1)[C:25]1[CH:30]=[CH:29][CH:28]=[CH:27][CH:26]=1>>[N+:1]([C:4]1[CH:23]=[CH:22][C:7]([C:8]([O:10][C@H:11]2[C:15]3[N:16]=[CH:17][N:18]=[C:19]([N:38]4[C:39]5[C:44](=[C:43]([CH2:45][NH:46][C:47]([O:48][C:49]([CH3:52])([CH3:51])[CH3:50])=[O:53])[C:42]([Cl:54])=[CH:41][CH:40]=5)[C:34]5([CH2:35][CH2:36][N:31]([CH2:24][C:25]6[CH:26]=[CH:27][CH:28]=[CH:29][CH:30]=6)[CH2:32][CH2:33]5)[CH2:37]4)[C:14]=3[C@H:13]([CH3:21])[CH2:12]2)=[O:9])=[CH:6][CH:5]=1)([O-:3])=[O:2]. Procedure: (5R,7R)-4-(1′-benzyl-4-((tert-butoxycarbonylamino)methyl)-5-chlorospiro[indoline-3,4′-piperidine]-1-yl)-5-methyl-6,7-dihydro-5H-cyclopenta[d]pyrimidin-7-yl 4-nitrobenzoate was prepared by the procedures described in Example 1, Step 8, substituting (R)-4-chloro-5-methyl-6,7-dihydro-5H-cyclopenta[d]pyrimidine with (5R,7R)-4-chloro-5-methyl-6,7-dihydro-5H-cyclopenta[d]pyrimidin-7-yl 4-nitrobenzoate, and substituting tert-butyl 5-chlorospiro[indoline-3,4′-piperidine]-1′-carboxylate with tert-butyl (... Reactants: [Si](C)(C)(C(C)(C)C)OC1=CC=C(C=O)C=C1 (4-[[tert-butyl(dimethyl)silyl]oxy]benzaldehyde), C(C1=CC=CC=C1)N(C[C@@H](C1=CC(=CC=C1)Cl)O[Si](C)(C)C(C)(C)C)CCC1=CC=C(C=C1)Br ((2R)-N-benzyl-N-[2-(4-bromophenyl)-ethyl]-2-[[tert-butyl(dimethyl)silyl]oxy]-2-(3-chlorophenyl)ethanamine), C(CCC)[Li] (butyllithium). Run in O1CCCC1 (tetrahydrofuran), CCCCCC (hexane). Run at temperature -70 celsius, time 30 minute. Yields the product C(C1=CC=CC=C1)N(C[C@@H](C1=CC(=CC=C1)Cl)O[Si](C)(C)C(C)(C)C)CCC1=CC=C(C=C1)C(O)C1=CC=C(C=C1)O[Si](C)(C)C(C)(C)C ([4-[2-[N-benzyl-N-[(2R)-2-[[tert-butyl(dimethyl)silyl]oxy]-2-(3-chlorophenyl)ethyl]amino]ethyl]phenyl][4-[[tert-butyl(dimethyl)silyl]-oxy]phenyl]methanol). The yield is 40.9%. RXN SMILES: [CH2:1]([N:8]([CH2:26][CH2:27][C:28]1[CH:33]=[CH:32][C:31](Br)=[CH:30][CH:29]=1)[CH2:9][C@H:10]([O:18][Si:19]([C:22]([CH3:25])([CH3:24])[CH3:23])([CH3:21])[CH3:20])[C:11]1[CH:16]=[CH:15][CH:14]=[C:13]([Cl:17])[CH:12]=1)[C:2]1[CH:7]=[CH:6][CH:5]=[CH:4][CH:3]=1.C([Li])CCC.[Si:40]([O:47][C:48]1[CH:55]=[CH:54][C:51]([CH:52]=[O:53])=[CH:50][CH:49]=1)([C:43]([CH3:46])([CH3:45])[CH3:44])([CH3:42])[CH3:41]>O1CCCC1.CCCCCC>[CH2:1]([N:8]([CH2:26][CH2:27][C:28]1[CH:33]=[CH:32][C:31]([CH:52]([C:51]2[CH:50]=[CH:49][C:48]([O:47][Si:40]([C:43]([CH3:46])([CH3:45])[CH3:44])([CH3:41])[CH3:42])=[CH:55][CH:54]=2)[OH:53])=[CH:30][CH:29]=1)[CH2:9][C@H:10]([O:18][Si:19]([C:22]([CH3:25])([CH3:24])[CH3:23])([CH3:21])[CH3:20])[C:11]1[CH:16]=[CH:15][CH:14]=[C:13]([Cl:17])[CH:12]=1)[C:2]1[CH:7]=[CH:6][CH:5]=[CH:4][CH:3]=1. Reported procedure: To a solution of (2R)-N-benzyl-N-[2-(4-bromophenyl)-ethyl]-2-[[tert-butyl(dimethyl)silyl]oxy]-2-(3-chlorophenyl)ethanamine (2.1 g) in tetrahydrofuran (25 ml) was added a solution of butyllithium in hexane (1.59M, 2.83 ml) dropwise at −70° C. under nitrogen and the mixture was stirred at −70° C. for 30 minutes. To the reaction mixture was added 4-[[tert-butyl(dimethyl)silyl]oxy]benzaldehyde (977 mg) at −70° C., and the mixture was stirred at −70° C. for 1 hour. The mixture was allowed to warm to ... The reactants are [BH4-].[Na+] (Sodium borohydride), N1=C(C(=CC=C1)C1=CC=NC=C1)C=1C=C2CCC(C2=CC1)=O (5-([3,4′-bipyridin]-2-yl)-2,3-dihydro-1H-inden-1-one). Solvent: CO (MeOH). Yields the product N1=C(C(=CC=C1)C1=CC=NC=C1)C=1C=C2CCC(C2=CC1)O (rac-5-([3,4′-bipyridin]-2-yl)-2,3-dihydro-1H-inden-1-ol). The yield is 104.2%. RXN SMILES: [BH4-].[Na+].[N:3]1[CH:8]=[CH:7][CH:6]=[C:5]([C:9]2[CH:14]=[CH:13][N:12]=[CH:11][CH:10]=2)[C:4]=1[C:15]1[CH:16]=[C:17]2[C:21](=[CH:22][CH:23]=1)[C:20](=[O:24])[CH2:19][CH2:18]2>CO>[N:3]1[CH:8]=[CH:7][CH:6]=[C:5]([C:9]2[CH:10]=[CH:11][N:12]=[CH:13][CH:14]=2)[C:4]=1[C:15]1[CH:16]=[C:17]2[C:21](=[CH:22][CH:23]=1)[CH:20]([OH:24])[CH2:19][CH2:18]2 |f:0.1|. Procedure: Sodium borohydride (21 mg) was added to a stirring solution of 5-([3,4′-bipyridin]-2-yl)-2,3-dihydro-1H-inden-1-one (162 mg) in MeOH (4 mL). The reaction mixture was concentrated and quenched with aq. NH4Cl. The resultant solid was extracted into CH2Cl2 (2×20 mL). Combined organic layers were stirred over MgSO4, filtered and concentrated. Flash chromatographic purification (Combiflash® companion System® with RediSep® silica gel column 12 g, 50-75% EtOAc/hexanes as eluting solvent) provided rac-5... Reactants: C1(=CC=CC=C1)C(C(=O)O)=CC1=CC(=C(C=C1)O)OC (α-phenyl-4-hydroxy-3-methoxy cinnamic acid), C(=O)(O)[O-].[Na+] (NaHCO3), CC=1NC=CN1 (methylimidazole), polyethylene glycol. Solvent: O (water). Product: OC1=C(C=C(C=C1)C=CC1=CC=CC=C1)OC (4-hydroxy-3-methoxy stilbene). Isolated yield 96.0%. As a reaction SMILES: [C:1]1([C:7](=[CH:11][C:12]2[CH:17]=[CH:16][C:15]([OH:18])=[C:14]([O:19][CH3:20])[CH:13]=2)C(O)=O)[CH:6]=[CH:5][CH:4]=[CH:3][CH:2]=1.C([O-])(O)=O.[Na+].CC1NC=CN=1>O>[OH:18][C:15]1[CH:16]=[CH:17][C:12]([CH:11]=[CH:7][C:1]2[CH:2]=[CH:3][CH:4]=[CH:5][CH:6]=2)=[CH:13][C:14]=1[O:19][CH3:20] |f:1.2|. Procedure: A mixture of α-phenyl-4-hydroxy-3-methoxy cinnamic acid (0.0083 mol), NaHCO3 (10%, 5 mL), methylimidazole (2 mL) and polyethylene glycol (5 mL) were taken in a 100 ml round bottom flask fitted with a condenser. The flask was shaken well and placed inside the microwave oven and irradiated (200 W, 180° C.) for 10 minutes in parts. After completion of reaction, water added to the reaction mixture and solid precipitate formed were filtered and washed with water to obtain pure product (yield 96%) in ... Starting materials: C(C)N(S(=O)(=O)C1=C(C=CC=C1)[N+](=O)[O-])CC1=C(C=CC(=C1)C(=O)OCC)C1=CC=CC=C1 (Ethyl 2-({ethyl[(2-nitrophenyl)sulfonyl]amino}methyl)biphenyl-4-carboxylate), C(CS)(=O)O (thioglycolic acid). Product: C(C)NCC1=C(C=CC(=C1)C(=O)OCC)C1=CC=CC=C1 (ethyl 2-[(ethylamino)methyl]biphenyl-4-carboxylate). Reported procedure: Ethyl 2-({ethyl[(2-nitrophenyl)sulfonyl]amino}methyl)biphenyl-4-carboxylate was treated with thioglycolic acid in the presence of a base to obtain ethyl 2-[(ethylamino)methyl]biphenyl-4-carboxylate. As a reaction SMILES: [CH2:1]([N:3]([CH2:16][C:17]1[CH:22]=[C:21]([C:23]([O:25][CH2:26][CH3:27])=[O:24])[CH:20]=[CH:19][C:18]=1[C:28]1[CH:33]=[CH:32][CH:31]=[CH:30][CH:29]=1)S(C1C=CC=CC=1[N+]([O-])=O)(=O)=O)[CH3:2].C(O)(=O)CS>>[CH2:1]([NH:3][CH2:16][C:17]1[CH:22]=[C:21]([C:23]([O:25][CH2:26][CH3:27])=[O:24])[CH:20]=[CH:19][C:18]=1[C:28]1[CH:33]=[CH:32][CH:31]=[CH:30][CH:29]=1)[CH3:2]. Starting materials: CO, [Na+], [OH-], O, CCOC(=O)C1CCCc2sc(NC(=O)C(C)c3ccccc3)nc21. Yields the product CC(C(=O)Nc1nc2c(s1)CCCC2C(=O)O)c1ccccc1. As a reaction SMILES: [CH3:29][OH:30].[Na+:28].[OH-:27].[OH2:1].[c:2]1([CH:8]([C:9](=[O:10])[NH:11][c:12]2[s:13][c:14]3[c:15]([n:16]2)[CH:17]([C:21](=[O:22])[O:23][CH2:24][CH3:25])[CH2:18][CH2:19][CH2:20]3)[CH3:26])[cH:3][cH:4][cH:5][cH:6][cH:7]1>>[c:2]1([CH:8]([C:9](=[O:10])[NH:11][c:12]2[s:13][c:14]3[c:15]([n:16]2)[CH:17]([C:21](=[O:22])[OH:23])[CH2:18][CH2:19][CH2:20]3)[CH3:26])[cH:3][cH:4][cH:5][cH:6][cH:7]1. Reactants: FC1=C(C(=C(C2=C(C=CC(=C12)OC)OC)F)F)F (1,2,3,4-tetrafluoro-5,8-dimethoxynaphthalene), FC1=C2C(OC(C2=C(C(=C1F)F)F)=O)=O (4,5,6,7-tetrafluoroisobenzofuran-1,3-dione). The product is FC1=C(C(=C(C=2C(C3=C(C4=C(C(=C(C(=C4C(=C3C(C12)=O)O)F)F)F)F)O)=O)F)F)F (1,2,3,4,7,8,9,10-octafluoro-6,11-dihydroxynaphthacene-5,12-dione). As a reaction SMILES: [F:1][C:2]1[C:11]2[C:6](=[C:7]([O:14]C)[CH:8]=[CH:9][C:10]=2[O:12]C)[C:5]([F:16])=[C:4]([F:17])[C:3]=1[F:18].[F:19][C:20]1[C:28]([F:29])=[C:27]([F:30])[C:26]([F:31])=[C:25]2[C:21]=1[C:22](=[O:33])O[C:24]2=[O:32]>>[F:31][C:26]1[C:25]2[C:24](=[O:32])[C:9]3[C:8](=[C:7]([OH:14])[C:6]4[C:11]([C:10]=3[OH:12])=[C:2]([F:1])[C:3]([F:18])=[C:4]([F:17])[C:5]=4[F:16])[C:22](=[O:33])[C:21]=2[C:20]([F:19])=[C:28]([F:29])[C:27]=1[F:30]. Procedure details: {1-1} First, 1,2,3,4,7,8,9,10-octafluoro-6,11-tetrahydroxynaphthacene-5,12-dione (7) was synthesized from 1,2,3,4-tetrafluoro-5,8-dimethoxynaphthalene (6) and 4,5,6,7-tetrafluoroisobenzofuran-1,3-dione (2). The reactants are FC1=C(C(=CC=C1)F)C=1C=C2C=CC=NC2=CC1 (6-(2,6-difluorophenyl)-quinoline), [N+](=O)(O)[O-] (HNO3). The solvent is OS(=O)(=O)O (H2SO4). Product: FC1=C(C(=CC=C1[N+](=O)[O-])F)C=1C=C2C=CC=NC2=CC1 (6-(2,6-Difluoro-3-nitrophenyl)-quinoline). The yield is 70.0%. Reaction SMILES: [F:1][C:2]1[CH:7]=[CH:6][CH:5]=[C:4]([F:8])[C:3]=1[C:9]1[CH:10]=[C:11]2[C:16](=[CH:17][CH:18]=1)[N:15]=[CH:14][CH:13]=[CH:12]2.[N+:19]([O-])([OH:21])=[O:20]>OS(O)(=O)=O>[F:1][C:2]1[C:7]([N+:19]([O-:21])=[O:20])=[CH:6][CH:5]=[C:4]([F:8])[C:3]=1[C:9]1[CH:10]=[C:11]2[C:16](=[CH:17][CH:18]=1)[N:15]=[CH:14][CH:13]=[CH:12]2. Procedure details: The title compound was prepared by the method of Example 1B. A 5.00 g sample (70% yield) was made from 6-(2,6-difluorophenyl)-quinoline (6.02 g, 25 mmoles) and 50 ml of concentrated H2SO4 and 1.5 ml of concentrated HNO3. The product was isolated as an off white solid of m.p. 152°-153° C. NMR (DMSO-d6, 250 MHz): 9.05 (d of d, 1H), 8.50 (d, J=5 Hz, 1H), 8.40 (sextet, 1H), 8.24 (s, 1H), 8.20 (d, J=5.0 Hz, 1H), 7.87 (d, J=5.0 Hz, 1H), 7.60 (m, 2H).